Dataset: the Open Reaction Database (ORD), a public repository of structured organic reaction records. Task: describe an organic reaction: reactants, conditions, products, and yield Starting materials: OC1=CC=C(C=C1)CC(=O)OC (methyl p-hydroxyphenylacetate), [H-].[Na+] (sodium hydride), ice water, C(C)(=O)O (acetic acid), CS(=O)(=O)OC(C)COC1=CC=C(C=C1)Cl (3-(p-chlorophenoxy)propan-2-ol O-methanesulfonate). Run in CN(C(C)=O)C (N,N-dimethylacetamide), CN(C(C)=O)C (N,N-dimethylacetamide), CN(C(C)=O)C (N,N-dimethylacetamide). Reaction conditions: temperature 50 celsius, time 20 minute. Yields the product COC(CC1=CC=C(C=C1)OC(COC1=CC=C(C=C1)Cl)C)=O (Methyl{p-[2-(p-chlorophenoxy)-1-methylethoxy]phenyl}acetate). Yield: 78.5%. Reaction SMILES: [H-].[Na+].[OH:3][C:4]1[CH:9]=[CH:8][C:7]([CH2:10][C:11]([O:13][CH3:14])=[O:12])=[CH:6][CH:5]=1.CS(O[CH:20]([CH2:22][O:23][C:24]1[CH:29]=[CH:28][C:27]([Cl:30])=[CH:26][CH:25]=1)[CH3:21])(=O)=O.C(O)(=O)C>CN(C)C(=O)C>[CH3:14][O:13][C:11](=[O:12])[CH2:10][C:7]1[CH:6]=[CH:5][C:4]([O:3][CH:20]([CH3:21])[CH2:22][O:23][C:24]2[CH:29]=[CH:28][C:27]([Cl:30])=[CH:26][CH:25]=2)=[CH:9][CH:8]=1 |f:0.1|. Procedure details: To a suspension of 8.0 g of sodium hydride (60% dispersion in oil) (washed with hexane) in 190 ml of N,N-dimethylacetamide is added dropwise 35.2 g of methyl p-hydroxyphenylacetate in 60 ml of N,N-dimethylacetamide. The mixture is stirred at room temperature for one hour and at 50° C. for 20 minutes. To the mixture is added dropwise 53 g of 3-(p-chlorophenoxy)propan-2-ol O-methanesulfonate in 100 ml of N,N-dimethylacetamide. The mixture is stirred and heated at 100° C. for 18 hours. After pourin... The product is C(C)OC(CO[C@@H]1C[C@H]2CC[C@H]3[C@]4(CC[C@@H]([C@@]4(C)CC[C@@H]3[C@]2(CC1)C)C1=COC=C1)O)OCC (3β-(2,2-diethoxy-ethoxy)-17β-(3-furyl)-5β-androstan-14β-ol). As a reaction SMILES: O1C=CC([CH2:6][C@:7]23[CH2:24][CH2:23][C@H:22]4[C@@H:12]([CH2:13][CH2:14][C@H:15]5[C@:20]4([CH3:21])[CH2:19][CH2:18][C@H:17]([OH:25])[CH2:16]5)[C@@:11]2([OH:26])[CH2:10][CH2:9][CH2:8]3)=C1.[CH2:27]([O:29][CH:30]([O:33][CH2:34][CH3:35])[CH2:31]Br)[CH3:28].[OH2:36]>O1CCCC1>[CH2:27]([O:29][CH:30]([O:33][CH2:34][CH3:35])[CH2:31][O:25][C@H:17]1[CH2:18][CH2:19][C@@:20]2([CH3:21])[C@H:15]([CH2:14][CH2:13][C@@H:12]3[C@@H:22]2[CH2:23][CH2:24][C@@:7]2([CH3:6])[C@:11]3([OH:26])[CH2:10][CH2:9][C@@H:8]2[C:7]2[CH:8]=[CH:9][O:36][CH:6]=2)[CH2:16]1)[CH3:28]. The reactants are O1C=C(C=C1)C[C@@]12CCC[C@@]1([C@@H]1CC[C@@H]3C[C@H](CC[C@]3(C)[C@H]1CC2)O)O ((3-furyl)-5β-androstane-3β,14β-diol), C(C)OC(CBr)OCC (bromoacetaldehyde diethylacetal), O (water). Procedure: To a suspension of 5.5 g of Nail (60% dispersion in mineral oil) in 400 ml of dry tetrahydrofuran 7.0 g of 17β)-(3-furyl)-5β-androstane-3β,14β-diol (II-a: Ref, comp.) (Minato H. and Nagasaki T., J. Chem. Soc.(C), 1966, 377) were added at room temperature in a nitrogen atmosphere. The mixture was kept at reflux for 6 hrs, then 26 ml of bromoacetaldehyde diethylacetal were added; the suspension was kept at reflux temperature for 4 hrs, 50 ml of water were added cautiously, and the tetrahydrofuran ... Solvent: O1CCCC1 (tetrahydrofuran). Reactants: C=CC(O)C(CC1CCCCC1)NC(=O)OCc1ccccc1, COC(C)(C)OC, CCOC(C)=O, ClCCl, Cc1ccc(S(=O)(=O)O)cc1. Product: C=CC1OC(C)(C)N(C(=O)OCc2ccccc2)C1CC1CCCCC1. As a reaction SMILES: [CH2:1]([c:2]1[cH:3][cH:4][cH:5][cH:6][cH:7]1)[O:8][C:9](=[O:10])[NH:11][CH:12]([CH:13]([CH:14]=[CH2:15])[OH:16])[CH2:17][CH:18]1[CH2:19][CH2:20][CH2:21][CH2:22][CH2:23]1.[CH3:24][O:25][C:26]([CH3:27])([CH3:28])[O:29][CH3:30].[CH3:42][CH2:43][O:44][C:45](=[O:46])[CH3:47].[Cl:48][CH2:49][Cl:50].[c:31]1([CH3:32])[cH:33][cH:34][c:35]([S:36]([OH:37])(=[O:38])=[O:39])[cH:40][cH:41]1>>[CH2:1]([c:2]1[cH:3][cH:4][cH:5][cH:6][cH:7]1)[O:8][C:9](=[O:10])[N:11]1[CH:12]([CH2:17][CH:18]2[CH2:19][CH2:20][CH2:21][CH2:22][CH2:23]2)[CH:13]([CH:14]=[CH2:15])[O:16][C:26]1([CH3:27])[CH3:28]. Reactants: CC(=O)O, C=O, C1CCOC1, CO, Cc1cc(Nc2nc(Nc3ccccc3S(=O)(=O)C(C)C)c3c(C)n[nH]c3n2)c(OC(C)C)cc1C1CCNCC1, [Cl-], [NH4+]. The product is Cc1cc(Nc2nc(Nc3ccccc3S(=O)(=O)C(C)C)c3c(C)n[nH]c3n2)c(OC(C)C)cc1C1CCN(C)CC1. As a reaction SMILES: [C:42]([OH:43])(=[O:44])[CH3:45].[CH2:46]=[O:47].[CH2:52]1[O:53][CH2:54][CH2:55][CH2:56]1.[CH3:50][OH:51].[CH:1]([CH3:2])([CH3:3])[O:4][c:5]1[c:6]([NH:18][c:19]2[n:20][c:21]([NH:29][c:30]3[c:31]([S:36](=[O:37])(=[O:38])[CH:39]([CH3:40])[CH3:41])[cH:32][cH:33][cH:34][cH:35]3)[c:22]3[c:23]([n:24]2)[nH:25][n:26][c:27]3[CH3:28])[cH:7][c:8]([CH3:17])[c:9]([CH:11]2[CH2:12][CH2:13][NH:14][CH2:15][CH2:16]2)[cH:10]1.[Cl-:48].[NH4+:49]>>[CH:1]([CH3:2])([CH3:3])[O:4][c:5]1[c:6]([NH:18][c:19]2[n:20][c:21]([NH:29][c:30]3[c:31]([S:36](=[O:37])(=[O:38])[CH:39]([CH3:40])[CH3:41])[cH:32][cH:33][cH:34][cH:35]3)[c:22]3[c:23]([n:24]2)[nH:25][n:26][c:27]3[CH3:28])[cH:7][c:8]([CH3:17])[c:9]([CH:11]2[CH2:12][CH2:13][N:14]([CH3:42])[CH2:15][CH2:16]2)[cH:10]1. The reactants are C(C1=CC=CC=C1)OC(=O)N1[C@@H](CCCC1)C1=NC2=C(N1)C=CC(=C2)C#C ((S)-2-(5-ethynyl-1H-benzoimidazol-2-yl)-piperidine-1-carboxylic acid benzyl ester). Reagents/catalysts: CC1=CC=C(C=C1)C(C)C.CC1=CC=C(C=C1)C(C)C.Cl[Ru]Cl.Cl[Ru]Cl (dichloro(p-cymene)ruthenium(II) dimer). Reaction conditions: time 8 hour. The product is C(C1=CC=CC=C1)OC(=O)N1[C@@H](CCCC1)C1=NC2=C(N1)C=CC(=C2)\C=C\C#CC2=CC1=C(NC(=N1)[C@H]1N(CCCC1)C(=O)OCC1=CC=CC=C1)C=C2 ((S)-2-(5-{(E)-4-[2-((S)-1-Benzyloxycarbonyl-piperidin-2-yl)-1H-benzoimidazol-5-yl]-but-1-en-3-ynyl}-1H-benzoimidazol-2-yl)-piperidine-1-carboxylic acid benzyl ester). Isolated yield 14.3%. RXN SMILES: [CH2:1]([O:8][C:9]([N:11]1[CH2:16][CH2:15][CH2:14][CH2:13][C@H:12]1[C:17]1[NH:21][C:20]2[CH:22]=[CH:23][C:24]([C:26]#[CH:27])=[CH:25][C:19]=2[N:18]=1)=[O:10])[C:2]1[CH:7]=[CH:6][CH:5]=[CH:4][CH:3]=1>CC1C=CC(C(C)C)=CC=1.CC1C=CC(C(C)C)=CC=1.Cl[Ru]Cl.Cl[Ru]Cl>[CH2:1]([O:8][C:9]([N:11]1[CH2:16][CH2:15][CH2:14][CH2:13][C@H:12]1[C:17]1[NH:21][C:20]2[CH:22]=[CH:23][C:24](/[CH:26]=[CH:27]/[C:27]#[C:26][C:24]3[CH:23]=[CH:22][C:20]4[NH:21][C:17]([C@@H:12]5[CH2:13][CH2:14][CH2:15][CH2:16][N:11]5[C:9]([O:8][CH2:1][C:2]5[CH:3]=[CH:4][CH:5]=[CH:6][CH:7]=5)=[O:10])=[N:18][C:19]=4[CH:25]=3)=[CH:25][C:19]=2[N:18]=1)=[O:10])[C:2]1[CH:3]=[CH:4][CH:5]=[CH:6][CH:7]=1 |f:1.2.3.4|. Procedure: A mixture of (S)-2-(5-ethynyl-1H-benzoimidazol-2-yl)-piperidine-1-carboxylic acid benzyl ester (41 mg, 0.115 mmol) and dichloro(p-cymene)ruthenium(II) dimer (5 mg) is purged with N2. AcOH (1 mL) is added and the mixture is stirred at room temperature overnight and concentrated in vacuum to dryness. The residue is purified by flash column chromatography on silica gel (EtOAc/hexanes 5% to 100%) and repurified by reverse phase HPLC using a gradient of CH3CN/water to afford the title compound (5.9 m... Starting materials: C1(=CC=CC=C1)C(N1CC(C1)(OS(=O)(=O)C)C)C1=CC=CC=C1 (1-diphenylmethyl-3-methyl-3-methylsulphonyloxyazetidine), [C-]#N.[Na+] (sodium cyanide), water ice. Run in CN(C=O)C (dimethylformamide). Reaction conditions: time 6 hour. The product is C(#N)C1(CN(C1)C(C1=CC=CC=C1)C1=CC=CC=C1)C (3-cyano-1-diphenylmethyl-3-methylazetidine). The yield is 82.9%. As a reaction SMILES: [C:1]1([CH:7]([C:18]2[CH:23]=[CH:22][CH:21]=[CH:20][CH:19]=2)[N:8]2[CH2:11][C:10]([CH3:17])(OS(C)(=O)=O)[CH2:9]2)[CH:6]=[CH:5][CH:4]=[CH:3][CH:2]=1.[C-:24]#[N:25].[Na+]>CN(C)C=O>[C:24]([C:10]1([CH3:17])[CH2:11][N:8]([CH:7]([C:1]2[CH:6]=[CH:5][CH:4]=[CH:3][CH:2]=2)[C:18]2[CH:23]=[CH:22][CH:21]=[CH:20][CH:19]=2)[CH2:9]1)#[N:25] |f:1.2|. Procedure details: 33.1 g (100 mmol) of 1-diphenylmethyl-3-methyl-3-methylsulphonyloxyazetidine are added to a suspension of sodium cyanide (11 g, 225 mmol) in dimethylformamide (90 ml) and the mixture is stirred at 65°-70° C. for 6 hours. It is cooled and poured onto a water/ice mixture, the product is filtered off, washed with water and dried at 50° C. and 21.75 g (83%) of 3-cyano-1-diphenylmethyl-3-methylazetidine, melting point 86°-88° C., are obtained. Starting materials: ClC1=CC=C(C=C1)N1C(N(C[C@@H]1C1=CC(=CC=C1)C(F)(F)F)CC=1C=NC(=CC1)Cl)=O ((S)-3-(4-chlorophenyl)-1-((6-chloropyridin-3-yl)methyl)-4-(3-(trifluoromethyl)phenyl)imidazolidin-2-one), N1CCCCC1 (piperidine). The solvent is N1=CC=CC=C1 (pyridine). Reaction conditions: temperature 130 celsius. Product: ClC1=CC=C(C=C1)N1C(N(C[C@@H]1C1=CC(=CC=C1)C(F)(F)F)CC=1C=NC(=CC1)N1CCCCC1)=O ((S)-3-(4-chlorophenyl)-1-((6-(piperidin-1-yl)pyridin-3-yl)methyl)-4-(3-(trifluoromethyl)phenyl)imidazolidin-2-one). RXN SMILES: [Cl:1][C:2]1[CH:7]=[CH:6][C:5]([N:8]2[C@@H:12]([C:13]3[CH:18]=[CH:17][CH:16]=[C:15]([C:19]([F:22])([F:21])[F:20])[CH:14]=3)[CH2:11][N:10]([CH2:23][C:24]3[CH:25]=[N:26][C:27](Cl)=[CH:28][CH:29]=3)[C:9]2=[O:31])=[CH:4][CH:3]=1.[NH:32]1[CH2:37][CH2:36][CH2:35][CH2:34][CH2:33]1>N1C=CC=CC=1>[Cl:1][C:2]1[CH:3]=[CH:4][C:5]([N:8]2[C@@H:12]([C:13]3[CH:18]=[CH:17][CH:16]=[C:15]([C:19]([F:20])([F:22])[F:21])[CH:14]=3)[CH2:11][N:10]([CH2:23][C:24]3[CH:25]=[N:26][C:27]([N:32]4[CH2:37][CH2:36][CH2:35][CH2:34][CH2:33]4)=[CH:28][CH:29]=3)[C:9]2=[O:31])=[CH:6][CH:7]=1. Reported procedure: A mixture of (S)-3-(4-chlorophenyl)-1-((6-chloropyridin-3-yl)methyl)-4-(3-(trifluoromethyl)phenyl)imidazolidin-2-one (34 mg, 0.073 mmol), piperidine (0.5 mL) and pyridine (2 mL) are heated for 2 days at 130° C. The residue is purified by preparatory LC/MS to provide the title compound; 1H NMR (CD3OD, 400 MHz) δ 7.89 (dd, J=9.6, 6.4 Hz, 1H), 7.75 (d, J=1.6 Hz, 1H), 7.50-7.41 (m, 4H), 7.32-7.27 (m, 3H), 7.15 (d, J=9.2 Hz, 2H), 5.45 (dd, J=9.2, 6.4 Hz, 1H), 4.34 (s, 2H), 3.88 (t, J=9.2 Hz, 1H), 3.6... Starting materials: S(=O)(=O)(C)OCCN1C(=C(C(=C1)C)C(=O)OCC)CC(=O)OCC (Ethyl 1-(2-mesyloxyethyl)-3-carboethoxy-4-methylpyrrole-2-acetate), [Na+].[I-] (NaI). The solvent is C(C)#N (acetonitrile). Yields the product ICCN1C(=C(C(=C1)C)C(=O)OCC)CC(=O)OCC (ethyl 1-(2-iodoethyl)-3-carboethoxy-4-methylpyrrole-2-acetate). Yield: 118.1%. Reaction SMILES: S(O[CH2:6][CH2:7][N:8]1[CH:12]=[C:11]([CH3:13])[C:10]([C:14]([O:16][CH2:17][CH3:18])=[O:15])=[C:9]1[CH2:19][C:20]([O:22][CH2:23][CH3:24])=[O:21])(C)(=O)=O.[Na+].[I-:26]>C(#N)C>[I:26][CH2:6][CH2:7][N:8]1[CH:12]=[C:11]([CH3:13])[C:10]([C:14]([O:16][CH2:17][CH3:18])=[O:15])=[C:9]1[CH2:19][C:20]([O:22][CH2:23][CH3:24])=[O:21] |f:1.2|. Reported procedure: Ethyl 1-(2-mesyloxyethyl)-3-carboethoxy-4-methylpyrrole-2-acetate (11.6 g) and 27 g of NaI was heated to reflux with 150 ml of acetonitrile for 1 hour. Solvent was removed by distillation and the residue triturated with water. The insoluble product was separated by filtration, air dried and crystallized from methylenechloride/hexane to yield 14.9 g of ethyl 1-(2-iodoethyl)-3-carboethoxy-4-methylpyrrole-2-acetate as a white solid.